From a dataset of the Open Reaction Database (ORD), a public repository of structured organic reaction records. describe an organic reaction: reactants, conditions, products, and yield The reactants are COC=1C=C(C=CC1OC)C1=CC(N(CN1)C)=NC1=C(C=C(C=C1C)C)C (6-(3,4-dimethoxyphenyl)-3-methyl-1,2,3,4-tetrahydro-4-(2,4,6-trimethylphenylimino)pyrimidine), CN=C=O (methyl isocyanate), O (water). Solvent: N1=CC=CC=C1 (pyridine). Conditions: time 3 hour. Yields the product COC=1C=C(C=CC1OC)C1=CC(N(CN1C(NC)=O)C)=NC1=C(C=C(C=C1C)C)C (6-(3,4-dimethoxyphenyl)-3-methyl-1-(N-methylcarbamoyl)-1,2,3,4-tetrahydro-4-(2,4,6-trimethylphenylimino)pyrimidine). As a reaction SMILES: [CH3:1][O:2][C:3]1[CH:4]=[C:5]([C:11]2[NH:16][CH2:15][N:14]([CH3:17])[C:13](=[N:18][C:19]3[C:24]([CH3:25])=[CH:23][C:22]([CH3:26])=[CH:21][C:20]=3[CH3:27])[CH:12]=2)[CH:6]=[CH:7][C:8]=1[O:9][CH3:10].[CH3:28][N:29]=[C:30]=[O:31].O>N1C=CC=CC=1>[CH3:1][O:2][C:3]1[CH:4]=[C:5]([C:11]2[N:16]([C:30](=[O:31])[NH:29][CH3:28])[CH2:15][N:14]([CH3:17])[C:13](=[N:18][C:19]3[C:24]([CH3:25])=[CH:23][C:22]([CH3:26])=[CH:21][C:20]=3[CH3:27])[CH:12]=2)[CH:6]=[CH:7][C:8]=1[O:9][CH3:10]. Reported procedure: To a solution of 6-(3,4-dimethoxyphenyl)-3-methyl-1,2,3,4-tetrahydro-4-(2,4,6-trimethylphenylimino)pyrimidine (1.0 g) in pyridine (10 ml) was added methyl isocyanate (0.18 ml), and the mixture was stirred at ambient temperature for 3 hours. Then the mixture was poured into water (150 ml), and the resultant precipitates were collected. The precipitates were washed with water, and dried to give 6-(3,4-dimethoxyphenyl)-3-methyl-1-(N-methylcarbamoyl)-1,2,3,4-tetrahydro-4-(2,4,6-trimethylphenylimino)... Starting materials: OCc1ccc(C2CCCCC2)c(C(F)(F)F)c1, [Cl-], Clc1ccc(Br)cn1, [H-], [NH4+], [Na+], CN(C)C=O. The product is FC(F)(F)c1cc(COc2ccc(Br)cn2)ccc1C1CCCCC1. As a reaction SMILES: [CH:1]1([c:7]2[c:8]([C:15]([F:16])([F:17])[F:18])[cH:9][c:10]([CH2:13][OH:14])[cH:11][cH:12]2)[CH2:2][CH2:3][CH2:4][CH2:5][CH2:6]1.[Cl-:29].[Cl:21][c:22]1[n:23][cH:24][c:25]([Br:28])[cH:26][cH:27]1.[H-:19].[NH4+:30].[Na+:20].[O:31]=[CH:32][N:33]([CH3:34])[CH3:35]>>[CH:1]1([c:7]2[c:8]([C:15]([F:16])([F:17])[F:18])[cH:9][c:10]([CH2:13][O:14][c:22]3[n:23][cH:24][c:25]([Br:28])[cH:26][cH:27]3)[cH:11][cH:12]2)[CH2:2][CH2:3][CH2:4][CH2:5][CH2:6]1.